Dataset: the Open Reaction Database (ORD), a public repository of structured organic reaction records. Task: describe an organic reaction: reactants, conditions, products, and yield Reported procedure: A solution of 863 mg of (3S,5S)-3-isopropyl-5-[(S)-1-(2-nitrobenzenesulfonyl)aziridin-2-yl]dihydrofuran-2-one obtained in Example (1g) (2.43 mmol) and 805 mg of 5,5-dimethyl-1-(5-fluoro-2-methylphenyl)piperazin-2-one obtained in Example (70d) (3.40 mmol) in toluene (30 ml) was stirred at 110° C. for two hours. After cooling, the reaction mixture was concentrated under reduced pressure, and the residue was purified by silica gel column chromatography (elution solvent:methylene chloride/ethyl acet... Yields the product CC1(N(CC(N(C1)C1=C(C=CC(=C1)F)C)=O)C[C@@H]([C@H]1OC([C@@H](C1)C(C)C)=O)NS(=O)(=O)C1=C(C=CC=C1)[N+](=O)[O-])C (N-{(S)-2-[2,2-Dimethyl-4-(5-fluoro-2-methylphenyl)-5-oxopiperazin-1-yl]-1-[(2S,4S)-4-isopropyl-5-oxotetrahydrofuran-2-yl]ethyl}-2-nitrobenzenesulfonamide). RXN SMILES: [CH:1]([C@@H:4]1[CH2:8][C@@H:7]([CH:9]2[CH2:11][N@@:10]2[S:12]([C:15]2[CH:20]=[CH:19][CH:18]=[CH:17][C:16]=2[N+:21]([O-:23])=[O:22])(=[O:14])=[O:13])[O:6][C:5]1=[O:24])([CH3:3])[CH3:2].[CH3:25][C:26]1([CH3:41])[CH2:31][N:30]([C:32]2[CH:37]=[C:36]([F:38])[CH:35]=[CH:34][C:33]=2[CH3:39])[C:29](=[O:40])[CH2:28][NH:27]1>C1(C)C=CC=CC=1>[CH3:25][C:26]1([CH3:41])[CH2:31][N:30]([C:32]2[CH:37]=[C:36]([F:38])[CH:35]=[CH:34][C:33]=2[CH3:39])[C:29](=[O:40])[CH2:28][N:27]1[CH2:11][C@H:9]([NH:10][S:12]([C:15]1[CH:20]=[CH:19][CH:18]=[CH:17][C:16]=1[N+:21]([O-:23])=[O:22])(=[O:14])=[O:13])[C@@H:7]1[CH2:8][C@@H:4]([CH:1]([CH3:3])[CH3:2])[C:5](=[O:24])[O:6]1. The reactants are C(C)(C)[C@H]1C(O[C@@H](C1)C1[N@](C1)S(=O)(=O)C1=C(C=CC=C1)[N+](=O)[O-])=O ((3S,5S)-3-isopropyl-5-[(S)-1-(2-nitrobenzenesulfonyl)aziridin-2-yl]dihydrofuran-2-one), CC1(NCC(N(C1)C1=C(C=CC(=C1)F)C)=O)C (5,5-Dimethyl-1-(5-fluoro-2-methylphenyl)piperazin-2-one). Solvent: C1(=CC=CC=C1)C (toluene). The yield is 100.3%. The reactants are COc1cc(C(C)=O)ccc1O, CCOC(C)=O, FC(F)(F)c1ccc(CBr)c(C(F)(F)F)c1, [K+], [K+], O=C([O-])[O-], CN(C)C=O. The product is COc1cc(C(C)=O)ccc1OCc1ccc(C(F)(F)F)cc1C(F)(F)F. RXN SMILES: [CH3:17][C:18](=[O:19])[c:20]1[cH:21][c:22]([O:23][CH3:24])[c:25]([OH:26])[cH:27][cH:28]1.[CH3:40][CH2:41][O:42][C:43]([CH3:44])=[O:45].[F:1][C:2]([c:3]1[c:4]([CH2:5][Br:6])[cH:7][cH:8][c:9]([C:11]([F:12])([F:13])[F:14])[cH:10]1)([F:15])[F:16].[K+:34].[K+:35].[O-:36][C:37]([O-:38])=[O:39].[O:29]=[CH:30][N:31]([CH3:32])[CH3:33]>>[F:1][C:2]([c:3]1[c:4]([CH2:5][O:26][c:25]2[c:22]([O:23][CH3:24])[cH:21][c:20]([C:18]([CH3:17])=[O:19])[cH:28][cH:27]2)[cH:7][cH:8][c:9]([C:11]([F:12])([F:13])[F:14])[cH:10]1)([F:15])[F:16]. The product is NC1=C(OCCOC2=C(C=CC(=C2)C)N)C=CC=C1 (2-(2-(2-Amino-phenoxy)-ethoxy)-4-methyl-phenylamine). Reagents/catalysts: [Pd] (palladium on charcoal). Starting materials: CC1=CC(=C(C=C1)[N+](=O)[O-])OCCOC1=C(C=CC=C1)[N+](=O)[O-] (4-methyl-1-nitro-2-(2-(2-nitro-phenoxy)-ethoxy)-benzene). Procedure: 100 g 4-methyl-1-nitro-2-(2-(2-nitro-phenoxy)-ethoxy)-benzene and 10 g palladium on charcoal were suspended in 3.5 l dioxane and hydrogenated at room temperature under a hydrogen pressure of 5.5 bar. After flashing three times with nitrogen the catalyst was filtered off under a nitrogen atmosphere and the remaining solution was evaporated and the product was dried under vacuum. Yield: 80 g. The solvent is O1CCOCC1 (dioxane). As a reaction SMILES: [CH3:1][C:2]1[CH:7]=[CH:6][C:5]([N+:8]([O-])=O)=[C:4]([O:11][CH2:12][CH2:13][O:14][C:15]2[CH:20]=[CH:19][CH:18]=[CH:17][C:16]=2[N+:21]([O-])=O)[CH:3]=1>[Pd].O1CCOCC1>[NH2:21][C:16]1[CH:17]=[CH:18][CH:19]=[CH:20][C:15]=1[O:14][CH2:13][CH2:12][O:11][C:4]1[CH:3]=[C:2]([CH3:1])[CH:7]=[CH:6][C:5]=1[NH2:8]. Reactants: C(=O)C=1OC2=C(C1)C=CC=C2 (2-formylbenzofuran), N[C@H](C(C)(C)S)C(=O)O (D-penicillamine). Run in CO (methanol). Reaction conditions: time 48 hour. Product: O1C(=CC2=C1C=CC=C2)C2SC([C@@H](N2)C(=O)O)(C)C (2-(2-Benzofuryl)-5,5-dimethylthiazolidine-4(S)-carboxylic acid). Reaction SMILES: [CH:1]([C:3]1[O:4][C:5]2[CH:11]=[CH:10][CH:9]=[CH:8][C:6]=2[CH:7]=1)=O.[NH2:12][C@@H:13]([C:18]([OH:20])=[O:19])[C:14]([SH:17])([CH3:16])[CH3:15]>CO>[O:4]1[C:5]2[CH:11]=[CH:10][CH:9]=[CH:8][C:6]=2[CH:7]=[C:3]1[CH:1]1[NH:12][C@@H:13]([C:18]([OH:20])=[O:19])[C:14]([CH3:16])([CH3:15])[S:17]1. Reported procedure: 1.46 g (1.39 ml, 10 mmoles) of 2-formylbenzofuran are added to a solution containing 1.5 g (10 mmoles) of D-penicillamine in 150 ml of methanol while stirring. After 48 hours, the solution is evaporated to dryness under reduced pressure. The syrupic residue is dissolved in hot benzene and filtered. After adding petroleum ether, the title compound is precipitated in a crystalline form with a yield of 1.9 g (68.6%), m.p.: 96° C., [α]D20 =+215° (c=0.511, dimethylsulphoxide). Starting materials: [Cl-].[Cl-].C(C)[Ga+2] (ethylgallium dichloride), C[N-]CC[N-]C.[Li+].[Li+] (dilithium N,N'-dimethylethylenediamide). Solvent: CCCCCC (n-hexane), CCCCCC (n-hexane). Conditions: time 2 hour. The product is CN1[Ga](N(CC1)C)CC (2,5-dimethyl-1-ethyl-2,5-diaza-1-gallacyclopentane). As a reaction SMILES: [Cl-].[Cl-].[CH2:3]([Ga+2:5])[CH3:4].[CH3:6][N-:7][CH2:8][CH2:9][N-:10][CH3:11].[Li+].[Li+]>CCCCCC>[CH3:6][N:7]1[CH2:8][CH2:9][N:10]([CH3:11])[Ga:5]1[CH2:3][CH3:4] |f:0.1.2,3.4.5|. Procedure: 25.5 g (0.15 mol) of ethylgallium dichloride in 100 ml of n-hexane are added, at -20°, to 14.6 g (0.15 mol) of dilithium N,N'-dimethylethylenediamide in 300 ml of n-hexane. The mixture is stirred at room temperature for 2 hours and filtered, and the filtrate is concentrated. Sublimation at a bath temperature of 220° and a vacuum of 10-1 mbar gives 2,5-dimethyl-1-ethyl-2,5-diaza-1-gallacyclopentane as a colourless solid, stable in air. ##STR8##